This data is from the Open Reaction Database (ORD), a public repository of structured organic reaction records. The task is: describe an organic reaction: reactants, conditions, products, and yield RXN SMILES: [CH3:28][C:29](=[O:30])[CH3:31].[CH:1](=[O:2])[c:3]1[o:4][c:5]([CH3:18])[cH:6][c:7](=[O:17])[c:8]1[O:9][CH2:10][c:11]1[cH:12][cH:13][cH:14][cH:15][cH:16]1.[Cl+:24]([O-:25])[O-:26].[NH2:19][S:20]([OH:21])(=[O:22])=[O:23].[Na+:27].[OH2:32]>>[C:1](=[O:2])([c:3]1[o:4][c:5]([CH3:18])[cH:6][c:7](=[O:17])[c:8]1[O:9][CH2:10][c:11]1[cH:12][cH:13][cH:14][cH:15][cH:16]1)[OH:21]. The product is Cc1cc(=O)c(OCc2ccccc2)c(C(=O)O)o1. The reactants are CC(C)=O, Cc1cc(=O)c(OCc2ccccc2)c(C=O)o1, [O-][Cl+][O-], NS(=O)(=O)O, [Na+], O. Starting materials: C(C)(C)(C)OC(=O)[C@H]1[C@@H](C1)C1=C(C=CC=C1)F ((R,R)-2-(2-Fluoro-phenyl)-cyclopropanecarboxylic acid tert-butyl ester), FC(C(=O)O)(F)F (trifluoroacetic acid). Solvent: ClCCl (dichloromethane). Reaction conditions: time 30 minute. Product: FC1=C(C=CC=C1)C1C(C1)C(=O)O (2-(2-Fluoro-phenyl)-cyclopropanecarboxylic acid). Reaction SMILES: C([O:5][C:6]([C@@H:8]1[CH2:10][C@H:9]1[C:11]1[CH:16]=[CH:15][CH:14]=[CH:13][C:12]=1[F:17])=[O:7])(C)(C)C.FC(F)(F)C(O)=O>ClCCl>[F:17][C:12]1[CH:13]=[CH:14][CH:15]=[CH:16][C:11]=1[CH:9]1[CH2:10][CH:8]1[C:6]([OH:7])=[O:5]. Procedure details: To the t-butyl ester from Step 1 (0.52 g, 0.0022 mole) in dichloromethane at 0° C. was added trifluoroacetic acid and the mixture stirred at rt for 30 min. The reaction was concentrated in vacuo to give the title compound as an oil. Analysis of the acid by chiral HPLC (Chirapak AD, 250×4.6 mm) using 95/5(A/B), 0.2% trifluroacetic acid in hexane(A) and ethanol(B), 1 mL/min, showed the material to have a purity of ≧94% EE. M.S. (M+1): 181. The reactants are [I-].C[S+](=O)(C)C (trimethylsulfoxonium iodide), CC1=NN2C(C=CC=C2/C=C/C(=O)OCC)=N1 (ethyl (2E)-3-(2-methyl[1,2,4]triazolo[1,5-a]pyridin-5-yl)acrylate), O (Water), [H-].[Na+] (sodium hydride). Run in CS(=O)C (dimethyl sulfoxide), CS(=O)C (dimethyl sulfoxide), CS(=O)C (dimethyl sulfoxide). Run at time 1 hour. The product is CC1=NN2C(C=CC=C2C2C(C2)C(=O)OCC)=N1 (ethyl 2-(2-methyl[1,2,4]triazolo[1,5-a]pyridin-5-yl)cyclopropanecarboxylate). Yield: 40.3%. RXN SMILES: [H-].[Na+].[I-].[CH3:4][S+](C)(C)=O.[CH3:9][C:10]1[N:25]=[C:13]2[CH:14]=[CH:15][CH:16]=[C:17](/[CH:18]=[CH:19]/[C:20]([O:22][CH2:23][CH3:24])=[O:21])[N:12]2[N:11]=1.O>CS(C)=O>[CH3:9][C:10]1[N:25]=[C:13]2[CH:14]=[CH:15][CH:16]=[C:17]([CH:18]3[CH2:4][CH:19]3[C:20]([O:22][CH2:23][CH3:24])=[O:21])[N:12]2[N:11]=1 |f:0.1,2.3|. Procedure: To a suspension of sodium hydride (0.950 g, 24.8 mmol) in dimethyl sulfoxide (82 mL) was added a solution of trimethylsulfoxonium iodide (4.77 g, 21.8 mmol) in dimethyl sulfoxide (35 mL) at 0° C., and the mixture was stirred at room temperature for 1 hr. To the reaction mixture was added a solution of ethyl (2E)-3-(2-methyl[1,2,4]triazolo[1,5-a]pyridin-5-yl)acrylate (4.20 g, 18.2 mmol) in dimethyl sulfoxide (100 mL) at 0° C., and the mixture was stirred at room temperature for 14 hr. Water was a...